This data is from the Open Reaction Database (ORD), a public repository of structured organic reaction records. The task is: describe an organic reaction: reactants, conditions, products, and yield Starting materials: BrC1=CC=C2CC(N(CC2=C1)C1=NC(=NC(=C1)N1CCN(CC1)C)N)C (4-(7-bromo-3-methyl-3,4-dihydroisoquinolin-2(1H)-yl)-6-(4-methylpiperazin-1-yl)pyrimidin-2-amine), COCCN1N=CC(=C1)B1OC(C(O1)(C)C)(C)C (1-(2-methoxyethyl)-4-(4,4,5,5-tetramethyl-1,3,2-dioxaborolan-2-yl)-1H-pyrazole), C([O-])(O)=O.[Na+] (sodium bicarbonate). The reagents and catalysts are C=1C=CC(=CC1)[P](C=2C=CC=CC2)(C=3C=CC=CC3)[Pd]([P](C=4C=CC=CC4)(C=5C=CC=CC5)C=6C=CC=CC6)([P](C=7C=CC=CC7)(C=8C=CC=CC8)C=9C=CC=CC9)[P](C=1C=CC=CC1)(C=1C=CC=CC1)C=1C=CC=CC1 (tetrakis(triphenylphosphine)palladium(0)). Solvent: O1CCOCC1 (1,4-dioxane), O (water), CO (methanol). Run at temperature 90 celsius, time 2 hour. Product: COCCN1N=CC(=C1)C1=CC=C2CC(N(CC2=C1)C1=NC(=NC(=C1)N1CCN(CC1)C)N)C (4-[7-[1-(2-methoxyethyl)-1H-pyrazol-4-yl]-3-methyl-3,4-dihydroisoquinolin-2(1H)-yl]-6-(4-methylpiperazin-1-yl)pyrimidin-2-amine). The yield is 50.8%. Reaction SMILES: Br[C:2]1[CH:11]=[C:10]2[C:5]([CH2:6][CH:7]([CH3:26])[N:8]([C:12]3[CH:17]=[C:16]([N:18]4[CH2:23][CH2:22][N:21]([CH3:24])[CH2:20][CH2:19]4)[N:15]=[C:14]([NH2:25])[N:13]=3)[CH2:9]2)=[CH:4][CH:3]=1.[CH3:27][O:28][CH2:29][CH2:30][N:31]1[CH:35]=[C:34](B2OC(C)(C)C(C)(C)O2)[CH:33]=[N:32]1.C(=O)(O)[O-].[Na+]>O1CCOCC1.O.CO.C1C=CC([P]([Pd]([P](C2C=CC=CC=2)(C2C=CC=CC=2)C2C=CC=CC=2)([P](C2C=CC=CC=2)(C2C=CC=CC=2)C2C=CC=CC=2)[P](C2C=CC=CC=2)(C2C=CC=CC=2)C2C=CC=CC=2)(C2C=CC=CC=2)C2C=CC=CC=2)=CC=1>[CH3:27][O:28][CH2:29][CH2:30][N:31]1[CH:35]=[C:34]([C:2]2[CH:11]=[C:10]3[C:5]([CH2:6][CH:7]([CH3:26])[N:8]([C:12]4[CH:17]=[C:16]([N:18]5[CH2:19][CH2:20][N:21]([CH3:24])[CH2:22][CH2:23]5)[N:15]=[C:14]([NH2:25])[N:13]=4)[CH2:9]3)=[CH:4][CH:3]=2)[CH:33]=[N:32]1 |f:2.3,^1:62,64,83,102|. Procedure details: A mixture of 4-(7-bromo-3-methyl-3,4-dihydroisoquinolin-2(1H)-yl)-6-(4-methylpiperazin-1-yl)pyrimidin-2-amine (10 mg, 0.02 mmol; Peak 1, Example 49, Step 7), 1-(2-methoxyethyl)-4-(4,4,5,5-tetramethyl-1,3,2-dioxaborolan-2-yl)-1H-pyrazole (9.1 mg, 0.036 mmol), tetrakis(triphenylphosphine)palladium(0) (1.4 mg, 0.0012 mmol), and sodium bicarbonate (6.0 mg, 0.072 mmol) in 1,4-dioxane (0.2 mL) and water (0.1 mL) was stirred at 90° C. for 2 h. After cooling, it was diluted with methanol, and purified w... The reactants are Cl (hydrochloric acid), N1=CC=CC=C1 (pyridine), C(=O)(O)C1=CC2=C(C(C3=C(CC2)C=CC(=C3)OC)=O)C=C1 (2- carboxy-7-methoxy-10,11-dihydro-5-oxo-5H-dibenzo[a,d]cycloheptene). Run in O (water). Yields the product C(=O)(O)C1=CC2=C(C(C3=C(CC2)C=CC(=C3)O)=O)C=C1 (2-carboxy-7-hydroxy-10,11-dihydro-5-oxo-5H-dibenzo[a,d]cycloheptene). Reaction SMILES: Cl.N1C=CC=CC=1.[C:8]([C:11]1[CH:28]=[CH:27][C:14]2[C:15](=[O:26])[C:16]3[CH:23]=[C:22]([O:24]C)[CH:21]=[CH:20][C:17]=3[CH2:18][CH2:19][C:13]=2[CH:12]=1)([OH:10])=[O:9]>O>[C:8]([C:11]1[CH:28]=[CH:27][C:14]2[C:15](=[O:26])[C:16]3[CH:23]=[C:22]([OH:24])[CH:21]=[CH:20][C:17]=3[CH2:18][CH2:19][C:13]=2[CH:12]=1)([OH:10])=[O:9]. Procedure: To 2.2 ml of concentrated hydrochloric acid and 2.0 ml of pyridine which were heated to 220° for 20 minutes, 2.00 g of 2- carboxy-7-methoxy-10,11-dihydro-5-oxo-5H-dibenzo[a,d]cycloheptene was added. The mixture was heated to 210°-215° for 90 minutes, then cooled and diluted with water. The product was filtered off and recrystallized from aqueous ethanol to give 2-carboxy-7-hydroxy-10,11-dihydro-5-oxo-5H-dibenzo[a,d]cycloheptene, m.p. 256°-257°. Similarly, the 8-hydroxy and 9-hydroxy compounds of... The yield is 69.1%. RXN SMILES: Cl[C:2]1[CH:11]=[CH:10][N:9]=[C:8]2[C:3]=1[C:4]1[CH:16]=[CH:15][CH:14]=[CH:13][C:5]=1[C:6](=[O:12])[NH:7]2.[Cl:17][C:18]1[CH:24]=[CH:23][CH:22]=[C:21]([F:25])[C:19]=1[NH2:20]>>[Cl:17][C:18]1[CH:24]=[CH:23][CH:22]=[C:21]([F:25])[C:19]=1[NH:20][C:2]1[CH:11]=[CH:10][N:9]=[C:8]2[C:3]=1[C:4]1[CH:16]=[CH:15][CH:14]=[CH:13][C:5]=1[C:6](=[O:12])[NH:7]2. Yields the product ClC1=C(C(=CC=C1)F)NC1=C2C3=C(C(NC2=NC=C1)=O)C=CC=C3 (1-(2-Chloro-6-fluoro-phenylamino)-5H-benzo[c][1,8]naphthyridin-6-one). Reactants: ClC1=C2C3=C(C(NC2=NC=C1)=O)C=CC=C3 (1-Chloro-5H-benzo[c][1,8]naphthyridin-6-one), ClC1=C(N)C(=CC=C1)F (2-chloro-6-fluoroaniline). Procedure: The title compound was synthesized according to the procedure described for the preparation of Example 188 using Compound 83 (100 mg, 0.43 mmol) and 2-chloro-6-fluoroaniline (82 mg, 0.56 mmol) to provide 207 (101 mg, 69% yield) as a white solid. LC-MS (M+H=340, obsd.=340). The reactants are ClC1=NN=CC2=CC(=CC=C12)C=1C=C(C(=O)NC2CC2)C=CC1C (3-(1-chlorophthalazin-6-yl)-N-cyclopropyl-4-methylbenzamide), CN1CCC(=CC1)B1OC(C(O1)(C)C)(C)C (1-methyl-4-(4,4,5,5-tetramethyl-1,3,2-dioxaborolan-2-yl)-1,2,3,6-tetrahydropyridine), C([O-])([O-])=O.[K+].[K+] (potassium carbonate). The reagents and catalysts are C=1C=CC(=CC1)[P](C=2C=CC=CC2)(C=3C=CC=CC3)[Pd]([P](C=4C=CC=CC4)(C=5C=CC=CC5)C=6C=CC=CC6)([P](C=7C=CC=CC7)(C=8C=CC=CC8)C=9C=CC=CC9)[P](C=1C=CC=CC1)(C=1C=CC=CC1)C=1C=CC=CC1 (tetrakis(triphenylphosphine)palladium). Solvent: C(Cl)Cl (DCM), COCCOC.CCO (DME EtOH). Reaction conditions: temperature 90 celsius, time 2 hour. Product: C1(CC1)NC(C1=CC(=C(C=C1)C)C=1C=C2C=NN=C(C2=CC1)C=1CCN(CC1)C)=O (N-cyclopropyl-4-methyl-3-(1-(1-methyl-1,2,3,6-tetrahydropyridin-4-yl)phthalazin-6-yl)benzamide). The yield is 83.6%. Reaction SMILES: Cl[C:2]1[C:11]2[C:6](=[CH:7][C:8]([C:12]3[CH:13]=[C:14]([CH:21]=[CH:22][C:23]=3[CH3:24])[C:15]([NH:17][CH:18]3[CH2:20][CH2:19]3)=[O:16])=[CH:9][CH:10]=2)[CH:5]=[N:4][N:3]=1.[CH3:25][N:26]1[CH2:31][CH:30]=[C:29](B2OC(C)(C)C(C)(C)O2)[CH2:28][CH2:27]1.C(=O)([O-])[O-].[K+].[K+]>COCCOC.CCO.C(Cl)Cl.C1C=CC([P]([Pd]([P](C2C=CC=CC=2)(C2C=CC=CC=2)C2C=CC=CC=2)([P](C2C=CC=CC=2)(C2C=CC=CC=2)C2C=CC=CC=2)[P](C2C=CC=CC=2)(C2C=CC=CC=2)C2C=CC=CC=2)(C2C=CC=CC=2)C2C=CC=CC=2)=CC=1>[CH:18]1([NH:17][C:15](=[O:16])[C:14]2[CH:21]=[CH:22][C:23]([CH3:24])=[C:12]([C:8]3[CH:7]=[C:6]4[C:11](=[CH:10][CH:9]=3)[C:2]([C:29]3[CH2:30][CH2:31][N:26]([CH3:25])[CH2:27][CH:28]=3)=[N:3][N:4]=[CH:5]4)[CH:13]=2)[CH2:20][CH2:19]1 |f:2.3.4,5.6,^1:62,64,83,102|. Procedure: A mixture of 3-(1-chlorophthalazin-6-yl)-N-cyclopropyl-4-methylbenzamide (0.1 g, 0.3 mmol), 1-methyl-4-(4,4,5,5-tetramethyl-1,3,2-dioxaborolan-2-yl)-1,2,3,6-tetrahydropyridine (70 mg, 0.3 mmol) and tetrakis(triphenylphosphine)palladium (0.03 g, 0.03 mmol) in 10 mL DME/EtOH (4:1) was treated with 2 M potassium carbonate (0.6 mL, 1.2 mmol). The mixture was stirred at 90° C. for 2 h. The mixture was cooled to room temperature, diluted with 100 mL DCM, washed with sat. NaHCO3, dried over anhydrous N... Starting materials: CCOC(=O)c1cn(C)c(Br)c1C, O=C([O-])[O-], ClCCl, OB(O)c1ccc(F)cc1, [Na+], [Na+], CN(C)C=O, O, c1ccc(P(c2ccccc2)(c2ccccc2)[Pd](P(c2ccccc2)(c2ccccc2)c2ccccc2)(P(c2ccccc2)(c2ccccc2)c2ccccc2)P(c2ccccc2)(c2ccccc2)c2ccccc2)cc1. Product: CCOC(=O)c1cn(C)c(-c2ccc(F)cc2)c1C. Reaction SMILES: [Br:1][c:2]1[c:3]([CH3:13])[c:4]([C:8](=[O:9])[O:10][CH2:11][CH3:12])[cH:5][n:6]1[CH3:7].[C:24](=[O:25])([O-:26])[O-:27].[Cl:36][CH2:37][Cl:38].[F:14][c:15]1[cH:16][cH:17][c:18]([B:21]([OH:22])[OH:23])[cH:19][cH:20]1.[Na+:28].[Na+:29].[O:30]=[CH:31][N:32]([CH3:33])[CH3:34].[OH2:35].[cH:39]1[cH:40][cH:41][c:42]([P:43]([Pd:44]([P:45]([c:46]2[cH:47][cH:48][cH:49][cH:50][cH:51]2)([c:52]2[cH:53][cH:54][cH:55][cH:56][cH:57]2)[c:58]2[cH:59][cH:60][cH:61][cH:62][cH:63]2)([P:64]([c:65]2[cH:66][cH:67][cH:68][cH:69][cH:70]2)([c:71]2[cH:72][cH:73][cH:74][cH:75][cH:76]2)[c:77]2[cH:78][cH:79][cH:80][cH:81][cH:82]2)[P:83]([c:84]2[cH:85][cH:86][cH:87][cH:88][cH:89]2)([c:90]2[cH:91][cH:92][cH:93][cH:94][cH:95]2)[c:96]2[cH:97][cH:98][cH:99][cH:100][cH:101]2)([c:102]2[cH:103][cH:104][cH:105][cH:106][cH:107]2)[c:108]2[cH:109][cH:110][cH:111][cH:112][cH:113]2)[cH:114][cH:115]1>>[c:2]1(-[c:18]2[cH:17][cH:16][c:15]([F:14])[cH:20][cH:19]2)[c:3]([CH3:13])[c:4]([C:8](=[O:9])[O:10][CH2:11][CH3:12])[cH:5][n:6]1[CH3:7]. Reactants: CC1(C(=C(C(=C1)C)C)C)[Li] (1,2,3,4-tetramethylcyclopentadienyl lithium), C[Si](Cl)(Cl)C (dimethyldichlorosilane). Product: C[Si](C1C(=C(C(=C1C)C)C)C)(C1C(=C(C(=C1C)C)C)C)C (dimethylbis(2,3,4,5-tetramethylcyclopentadienyl)silane). The yield is 65.0%. Reaction SMILES: [CH3:1][C:2]1([Li])[CH:6]=[C:5]([CH3:7])[C:4]([CH3:8])=[C:3]1[CH3:9].[CH3:11][Si:12]([CH3:15])(Cl)Cl>>[CH3:11][Si:12]([CH3:15])([CH:6]1[C:5]([CH3:7])=[C:4]([CH3:8])[C:3]([CH3:9])=[C:2]1[CH3:1])[CH:6]1[C:2]([CH3:1])=[C:3]([CH3:9])[C:4]([CH3:8])=[C:5]1[CH3:7]. Procedure: In "Chem. Berichte" 119 1750 (1986) , a solution containing 1,2,3,4-tetramethylcyclopentadienyl lithium and dimethyldichlorosilane is heated for 5 days to obtain dimethylbis(2,3,4,5-tetramethylcyclopentadienyl)silane in a 65% yield. The reactants are O=C(Cl)c1ccc(Br)cc1, ClCCl, Cl, Cl, [Na+], [OH-], NCCn1cncn1. Yields the product O=C(NCCn1cncn1)c1ccc(Br)cc1. Reaction SMILES: [Br:1][c:2]1[cH:3][cH:4][c:5]([C:6](=[O:7])[Cl:8])[cH:9][cH:10]1.[CH2:23]([Cl:24])[Cl:25].[ClH:11].[ClH:12].[Na+:22].[OH-:21].[n:13]1([CH2:18][CH2:19][NH2:20])[n:14][cH:15][n:16][cH:17]1>>[Br:1][c:2]1[cH:3][cH:4][c:5]([C:6](=[O:7])[NH:20][CH2:19][CH2:18][n:13]2[n:14][cH:15][n:16][cH:17]2)[cH:9][cH:10]1.